From a dataset of the Open Reaction Database (ORD), a public repository of structured organic reaction records. describe an organic reaction: reactants, conditions, products, and yield The reactants are COS(=O)(=O)OC, CN(C)C=O, CCc1[nH]c(=O)n(-c2cc(C(=O)OC(C)C)c(Cl)cc2F)c(=O)c1C. Product: CCc1c(C)c(=O)n(-c2cc(C(=O)OC(C)C)c(Cl)cc2F)c(=O)n1C. Reaction SMILES: [CH3:26][O:27][S:28]([O:29][CH3:30])(=[O:31])=[O:32].[CH3:33][N:34]([CH3:35])[CH:36]=[O:37].[Cl:1][c:2]1[c:3]([C:4](=[O:5])[O:6][CH:7]([CH3:8])[CH3:9])[cH:10][c:11](-[n:15]2[c:16](=[O:25])[nH:17][c:18]([CH2:23][CH3:24])[c:19]([CH3:22])[c:20]2=[O:21])[c:12]([F:14])[cH:13]1>>[Cl:1][c:2]1[c:3]([C:4](=[O:5])[O:6][CH:7]([CH3:8])[CH3:9])[cH:10][c:11](-[n:15]2[c:16](=[O:25])[n:17]([CH3:26])[c:18]([CH2:23][CH3:24])[c:19]([CH3:22])[c:20]2=[O:21])[c:12]([F:14])[cH:13]1. The reactants are C[C@@H](C=O)[C@H](CC)O[Si](CC)(CC)CC ((2R,3S)-2-methyl-3-[(triethylsilyl)oxy]pentanal), C1(=CC=CC=C1)C (Toluene), C[Si](C)(C)[N-][Si](C)(C)C.[K+] (potassium bis(trimethylsilyl)amide), C(C)OC(\C=C(\CCS(=O)(=O)C1=NN=NN1C1=CC=CC=C1)/C)=O (ethyl-(2E)-3-methyl-5-[(1-phenyl-1-H-tetrazol-5-yl)sulfonyl]pent-2-enoate). Solvent: C1CCOC1 (THF), COCCOC (DME). Reaction conditions: time 30 minute. The product is COC(\C=C(\CCSC1=NN=NN1C1=CC=CC=C1)/C)=O (methyl-(2E)-3-methyl-5-[(1-phenyl-1-H-tetrazol-5-yl)thio]pent-2-enoate). Isolated yield 114.0%. RXN SMILES: C1(C)C=CC=CC=1.C[Si]([N-][Si](C)(C)C)(C)C.[K+].[CH2:18]([O:20][C:21](=[O:41])/[CH:22]=[C:23](\[CH3:40])/[CH2:24][CH2:25][S:26]([C:29]1[N:33]([C:34]2[CH:39]=[CH:38][CH:37]=[CH:36][CH:35]=2)[N:32]=[N:31][N:30]=1)(=O)=O)C.C[C@H]([C@@H](O[Si](CC)(CC)CC)CC)C=O>C1COCC1.COCCOC>[CH3:18][O:20][C:21](=[O:41])/[CH:22]=[C:23](\[CH3:40])/[CH2:24][CH2:25][S:26][C:29]1[N:33]([C:34]2[CH:39]=[CH:38][CH:37]=[CH:36][CH:35]=2)[N:32]=[N:31][N:30]=1 |f:1.2|. Procedure: 0.5M Toluene solution (64.2 ml) of potassium bis(trimethylsilyl)amide was added dropwise to a DME (280 ml) solution of ethyl-(2E)-3-methyl-5-[(1-phenyl-1-H-tetrazol-5-yl)sulfonyl]pent-2-enoate (9.0 g, 25.7 mmol) at −60° C. and the reaction solution was stirred at the same temperature for 30 minutes. Subsequently a THF (50 ml) solution of (2R,3S)-2-methyl-3-[(triethylsilyl)oxy]pentanal (12.0 g, 52.1 mmol) was added dropwise at −78° C. and the reaction solution was stirred for one hour. After the ... The reactants are O=[N+]([O-])c1cccc(CBr)c1, N#C[Na], CN(C)C=O. The product is N#CCc1cccc([N+](=O)[O-])c1. Reaction SMILES: [Br:1][CH2:2][c:3]1[cH:4][c:5]([N+:9](=[O:10])[O-:11])[cH:6][cH:7][cH:8]1.[Na:12][C:13]#[N:14].[O:15]=[CH:16][N:17]([CH3:18])[CH3:19]>>[CH2:2]([c:3]1[cH:4][c:5]([N+:9](=[O:10])[O-:11])[cH:6][cH:7][cH:8]1)[C:13]#[N:14]. Starting materials: N#Cc1ccc(S(=O)(=O)Cl)cc1, Cl, NCc1ccncc1, c1ccncc1. Yields the product N#Cc1ccc(S(=O)(=O)NCc2ccncc2)cc1. RXN SMILES: [C:9](#[N:10])[c:11]1[cH:12][cH:13][c:14]([S:17](=[O:18])(=[O:19])[Cl:20])[cH:15][cH:16]1.[ClH:21].[NH2:1][CH2:2][c:3]1[cH:4][cH:5][n:6][cH:7][cH:8]1.[cH:22]1[cH:23][cH:24][n:25][cH:26][cH:27]1>>[NH:1]([CH2:2][c:3]1[cH:4][cH:5][n:6][cH:7][cH:8]1)[S:17]([c:14]1[cH:13][cH:12][c:11]([C:9]#[N:10])[cH:16][cH:15]1)(=[O:18])=[O:19]. Reactants: FC(C(=O)C1=CC=CC=C1)(F)F (trifluoroacetophenone), FC(S(=O)(=O)O)(F)F (trifluoromethane sulfonic acid), C1(=CC=CC=C1)OC (anisole), product, Br (hydrobromic acid). Run in C(C)(=O)O (acetic acid). Run at time 24 hour. The product is OC1=CC=C(C=C1)C(C(F)(F)F)(C1=CC=CC=C1)C1=CC=C(C=C1)O (1,1-bis(4-hydroxyphenyl)-1-phenyl-2,2,2-trifluoroethane). RXN SMILES: F[C:2](F)(F)[C:3]([C:5]1[CH:10]=[CH:9][CH:8]=[CH:7][CH:6]=1)=O.[F:13][C:14]([F:20])([F:19])S(O)(=O)=O.[C:21]1([O:27]C)[CH:26]=[CH:25][CH:24]=[CH:23][CH:22]=1.Br>C(O)(=O)C>[OH:27][C:21]1[CH:26]=[CH:25][C:2]([C:3]([C:24]2[CH:23]=[CH:22][C:21]([OH:27])=[CH:26][CH:25]=2)([C:5]2[CH:10]=[CH:9][CH:8]=[CH:7][CH:6]=2)[C:14]([F:20])([F:19])[F:13])=[CH:23][CH:22]=1. Procedure: A mixture of 100 grams (0.57 mol) of trifluoroacetophenone, 100 grams (0.7 mol) trifluoromethane sulfonic acid, and 100 grams (10.9 mol) anisole is stirred at room temperature for 24 hours. The mixture is then transferred to a separatory funnel and the organic material is washed with water (3×11), saturated bicarbonate (3×500 ml) and water (2×500 ml). The organic phase is dried and the volatiles removed in vacuo. The resulting material is crystallized from aqueous methanol. 37.2 grams (0.1 mol) ... Starting materials: [OH-].[Na+] (NaOH), FC1=CC=C(C=C1)N1N=CC2=CC(=CC=C12)C(CC(=O)OC)C1=CC=CC=C1 (Methyl 3-(1-(4-fluorophenyl)-1H-indazol-5-yl)-3-phenylpropanoate), Cl (HCl). The solvent is CO.O (MeOH H2O). Run at time 2 hour. Product: FC1=CC=C(C=C1)N1N=CC2=CC(=CC=C12)C(CC(=O)O)C1=CC=CC=C1 (3-(1-(4-fluorophenyl)-1H-indazol-5-yl)-3-phenylpropanoic acid). The yield is 92.0%. RXN SMILES: [F:1][C:2]1[CH:7]=[CH:6][C:5]([N:8]2[C:16]3[C:11](=[CH:12][C:13]([CH:17]([C:23]4[CH:28]=[CH:27][CH:26]=[CH:25][CH:24]=4)[CH2:18][C:19]([O:21]C)=[O:20])=[CH:14][CH:15]=3)[CH:10]=[N:9]2)=[CH:4][CH:3]=1.[OH-].[Na+].Cl>CO.O>[F:1][C:2]1[CH:3]=[CH:4][C:5]([N:8]2[C:16]3[C:11](=[CH:12][C:13]([CH:17]([C:23]4[CH:24]=[CH:25][CH:26]=[CH:27][CH:28]=4)[CH2:18][C:19]([OH:21])=[O:20])=[CH:14][CH:15]=3)[CH:10]=[N:9]2)=[CH:6][CH:7]=1 |f:1.2,4.5|. Procedure details: Methyl 3-(1-(4-fluorophenyl)-1H-indazol-5-yl)-3-phenylpropanoate (700 mg, 1.87 mmol) was dissolved in 45 mL MeOH/H2O (8:1) and treated with NaOH (2 M, 10.8 mmol, 5.4 mL). The reaction was complete in 2 hours and was acidified with 1 M HCl and extracted 3×EtOAc, the combined organic layers were dried over MgSO4, filtered, and concentrated in vacuo to give pure 3-(1-(4-fluorophenyl)-1H-indazol-5-yl)-3-phenylpropanoic acid (620 mg, 92%) as a clear oil. MS found: (M+H)+=361 Reaction SMILES: [CH2:1]([C:5]1[NH:6][C:7]2[C:12]([C:13](=[O:15])[N:14]=1)=[CH:11][C:10]([C:16]#[C:17][Si](C)(C)C)=[CH:9][CH:8]=2)[CH2:2][CH2:3][CH3:4].[OH-].[Na+]>CO.O1CCCC1.Cl>[CH2:1]([C:5]1[NH:6][C:7]2[C:12]([C:13](=[O:15])[N:14]=1)=[CH:11][C:10]([C:16]#[CH:17])=[CH:9][CH:8]=2)[CH2:2][CH2:3][CH3:4] |f:1.2|. Starting materials: C(CCC)C=1NC2=CC=C(C=C2C(N1)=O)C#C[Si](C)(C)C (2-butyl-6-[(trimethylsilyl)ethynyl]-4(1H)-quinazolinone), [OH-].[Na+] (sodium hydroxide). Solvent: CO (methanol), O1CCCC1 (tetrahydrofuran), Cl (hydrochloric acid). Conditions: time 2 hour. The yield is 94.2%. Reported procedure: To a solution of 0.70 g of 2-butyl-6-[(trimethylsilyl)ethynyl]-4(1H)-quinazolinone in 20 ml of methanol and 20 ml of tetrahydrofuran is added 10.0 ml of 1.0N sodium hydroxide solution. The reaction is stirred at room temperature for 2 hours and then diluted with 5% hydrochloric acid solution until the pH is 2. The resulting tan precipitate is collected filtration and dried in vacuo to yield 0.50 g of the desired product. The product is C(CCC)C=1NC2=CC=C(C=C2C(N1)=O)C#C (2-Butyl-6-ethynyl-4(1H)-quinazolinone). Starting materials: CC=C(C)C, [O-][Cl+][O-], COc1ccc(F)cc1-c1noc(-c2ccc(-c3ccccc3C)c(C=O)c2)n1, [Na+], [Na+], C1COCCO1, O, O=P([O-])(O)O. Product: COc1ccc(F)cc1-c1noc(-c2ccc(-c3ccccc3C)c(C(=O)O)c2)n1. RXN SMILES: [CH3:11][C:12](=[CH:13][CH3:14])[CH3:15].[Cl+:1]([O-:2])[O-:3].[F:16][c:17]1[cH:18][cH:19][c:20]([O:43][CH3:44])[c:21](-[c:23]2[n:24][o:25][c:26](-[c:28]3[cH:29][c:30]([CH:41]=[O:42])[c:31](-[c:34]4[c:35]([CH3:40])[cH:36][cH:37][cH:38][cH:39]4)[cH:32][cH:33]3)[n:27]2)[cH:22]1.[Na+:4].[Na+:5].[O:46]1[CH2:47][CH2:48][O:49][CH2:50][CH2:51]1.[OH2:45].[OH:6][P:7](=[O:8])([O-:9])[OH:10]>>[OH:6][C:41]([c:30]1[cH:29][c:28](-[c:26]2[o:25][n:24][c:23](-[c:21]3[c:20]([O:43][CH3:44])[cH:19][cH:18][c:17]([F:16])[cH:22]3)[n:27]2)[cH:33][cH:32][c:31]1-[c:34]1[c:35]([CH3:40])[cH:36][cH:37][cH:38][cH:39]1)=[O:42]. Starting materials: C(C)(C)(C)C1=CC(=CC=2N(CCOC21)C)C(C)=O (1-(8-tert-Butyl-4-methyl-3,4-dihydro-2H-benzo[1,4]oxazin-6-yl)ethanone), BrBr (bromine). Run in C(C)(=O)O (acetic acid), C1(=CC=CC=C1)C (toluene). Reaction conditions: time 2.5 hour. The product is BrCC(=O)C=1C=C(C2=C(N(CCO2)C)C1)C(C)(C)C (2-Bromo-1-(8-tert-butyl-4-methyl-3,4-dihydro-2H-benzo[1,4]oxazin-6-yl)ethanone). Isolated yield 19.7%. Reaction SMILES: [C:1]([C:5]1[C:14]2[O:13][CH2:12][CH2:11][N:10]([CH3:15])[C:9]=2[CH:8]=[C:7]([C:16](=[O:18])[CH3:17])[CH:6]=1)([CH3:4])([CH3:3])[CH3:2].[Br:19]Br>C(O)(=O)C.C1(C)C=CC=CC=1>[Br:19][CH2:17][C:16]([C:7]1[CH:6]=[C:5]([C:1]([CH3:4])([CH3:2])[CH3:3])[C:14]2[O:13][CH2:12][CH2:11][N:10]([CH3:15])[C:9]=2[CH:8]=1)=[O:18]. Procedure details: 1-(8-tert-Butyl-4-methyl-3,4-dihydro-2H-benzo[1,4]oxazin-6-yl)ethanone (250 mg, purchased from Chembiotek, India) was heated to from 50° C. to 55° C. in a mixture of acetic acid (4 ml) and toluene (8 ml). At this temperature, bromine (200 mg dissolved in acetic acid) was cautiously added dropwise. After 2.5 h, the heating was removed, and the mixture was admixed at RT with ice-water and extracted three times with toluene. The combined organic phases were dried over sodium sulfate, filtered and c... Starting materials: ClC1=CC=NC2=CC(=CC=C12)C(F)(F)F (4-chloro-7-(trifluoromethyl)quinoline), NC1=CC=C(C=C1)S(=O)(=O)N1CCN(CC1)C1=CC(=CC=C1)Cl (1-[(p-aminophenyl)sulfonyl]-4-(m-chlorophenyl)piperazine). Product: ClC=1C=C(C=CC1)N1CCN(CC1)S(=O)(=O)C1=CC=C(C=C1)NC1=CC=NC2=CC(=CC=C12)C(F)(F)F (1-(m-chlorophenyl)-4-[[4-[[7-(trifluoromethyl)4-quinolinyl]amino]phenyl]sulfonyl]piperazine). RXN SMILES: Cl[C:2]1[C:11]2[C:6](=[CH:7][C:8]([C:12]([F:15])([F:14])[F:13])=[CH:9][CH:10]=2)[N:5]=[CH:4][CH:3]=1.[NH2:16][C:17]1[CH:22]=[CH:21][C:20]([S:23]([N:26]2[CH2:31][CH2:30][N:29]([C:32]3[CH:37]=[CH:36][CH:35]=[C:34]([Cl:38])[CH:33]=3)[CH2:28][CH2:27]2)(=[O:25])=[O:24])=[CH:19][CH:18]=1>>[Cl:38][C:34]1[CH:33]=[C:32]([N:29]2[CH2:28][CH2:27][N:26]([S:23]([C:20]3[CH:21]=[CH:22][C:17]([NH:16][C:2]4[C:11]5[C:6](=[CH:7][C:8]([C:12]([F:15])([F:14])[F:13])=[CH:9][CH:10]=5)[N:5]=[CH:4][CH:3]=4)=[CH:18][CH:19]=3)(=[O:25])=[O:24])[CH2:31][CH2:30]2)[CH:37]=[CH:36][CH:35]=1. Reported procedure: In the matter given in Example 1C, 4-chloro-7-(trifluoromethyl)quinoline is heated with 1-[(p-aminophenyl)sulfonyl]-4-(m-chlorophenyl)piperazine to give 1-(m-chlorophenyl)-4-[[4-[[7-(trifluoromethyl)4-quinolinyl]amino]phenyl]sulfonyl]piperazine.